From a dataset of the Open Reaction Database (ORD), a public repository of structured organic reaction records. describe an organic reaction: reactants, conditions, products, and yield Reactants: CCCCS(=O)c1c([N+](=O)[O-])cc(C(=O)O)cc1S(N)(=O)=O, Cl, [Na+], [Na+], [Na+], O=S=O, [OH-], O, O=S([O-])S(=O)[O-]. Product: CCCCS(=O)c1c(N)cc(C(=O)O)cc1S(N)(=O)=O. Reaction SMILES: [CH2:9]([CH2:10][CH2:11][CH3:12])[S:13](=[O:14])[c:15]1[c:16]([N+:28]([O-:29])=[O:30])[cH:17][c:18]([C:19](=[O:20])[OH:21])[cH:22][c:23]1[S:24]([NH2:25])(=[O:26])=[O:27].[ClH:31].[Na+:36].[Na+:7].[Na+:8].[O:32]=[S:33]=[O:34].[OH-:35].[OH2:37].[S:1]([S:2]([O-:3])=[O:4])([O-:5])=[O:6]>>[CH2:9]([CH2:10][CH2:11][CH3:12])[S:13](=[O:14])[c:15]1[c:16]([NH2:28])[cH:17][c:18]([C:19](=[O:20])[OH:21])[cH:22][c:23]1[S:24]([NH2:25])(=[O:26])=[O:27]. The reactants are ClC=1C=C(C=C(C1)Cl)N1C(N([C@]2(C1=O)CNC[C@H]2C2=CC=C(C=C2)C=2C=NC=NC2)C)=O ((5S*,9R *)-3-(3,5-Dichlorophenyl)-1-methyl-9-(4-pyrimidin-5-yl-phenyl)-1,3,7-triazaspiro[4.4]nonane-2,4-dione), IC(C)C (2-iodo propane), C(=O)([O-])[O-].[K+].[K+] (K2CO3). Run in C(C)#N (acetonitrile). Product: ClC=1C=C(C=C(C1)Cl)N1C(N([C@]2(C1=O)CN(C[C@H]2C2=CC=C(C=C2)C=2C=NC=NC2)C(C)C)C)=O ((5S*,9R*)-3-(3,5-Dichlorophenyl)-1-methyl-7-(1-methylethyl)-9-(4-pyrimidin-5-yl-phenyl)-1,3,7-triazaspiro[4.4]nonane-2,4-dione). Yield: 67.9%. Reaction SMILES: [Cl:1][C:2]1[CH:3]=[C:4]([N:9]2[C:13](=[O:14])[C@@:12]3([C@H:18]([C:19]4[CH:24]=[CH:23][C:22]([C:25]5[CH:26]=[N:27][CH:28]=[N:29][CH:30]=5)=[CH:21][CH:20]=4)[CH2:17][NH:16][CH2:15]3)[N:11]([CH3:31])[C:10]2=[O:32])[CH:5]=[C:6]([Cl:8])[CH:7]=1.I[CH:34]([CH3:36])[CH3:35].C([O-])([O-])=O.[K+].[K+]>C(#N)C>[Cl:1][C:2]1[CH:3]=[C:4]([N:9]2[C:13](=[O:14])[C@@:12]3([C@H:18]([C:19]4[CH:20]=[CH:21][C:22]([C:25]5[CH:30]=[N:29][CH:28]=[N:27][CH:26]=5)=[CH:23][CH:24]=4)[CH2:17][N:16]([CH:34]([CH3:36])[CH3:35])[CH2:15]3)[N:11]([CH3:31])[C:10]2=[O:32])[CH:5]=[C:6]([Cl:8])[CH:7]=1 |f:2.3.4|. Procedure details: A mixture of Example 67 (49.7 mg, 0.11 mmol), 2-iodo propane (26 μl, 0.26 mmol) and K2CO3 (36 mg, 0.26 mmol) was heated at 80° C. for 25 h in acetonitrile (2 ml). After cooling to room temperature, the insoluble salts were removed and the filtrate concentrated to dryness. The residue was partitioned between DCM/water. The organic layer was concentrated in vacuo and chromatographed over silica gel (eluent: DCM/MeOH 95/5) to yield the above-titled compound as an amorphous white solid (38.1 mg). 1H... Starting materials: BrCCCCCC(SC1=CC=C(C=C1)C)C1=CC(=C(C=C1)OC)OC (4-[6-Bromo-1-[(4-methylphenyl)thio]hexyl]-1,2-dimethoxybenzene), Cl.COC=1C=C2CCNCC2=CC1OC (6,7-dimethoxy-1,2,3,4-tetrahydroisoquinoline hydrochloride). The product is COC=1C=C(C=CC1OC)C(CCCCCN1CC2=CC(=C(C=C2CC1)OC)OC)SC1=CC=C(C=C1)C (2-[6-(3,4-Dimethoxyphenyl)-6-[(4-methylphenyl)thio]hexyl]-1,2,3,4-tetrahydro-6,7-dimethoxyisoquinoline). Yield: 59.6%. As a reaction SMILES: Br[CH2:2][CH2:3][CH2:4][CH2:5][CH2:6][CH:7]([C:16]1[CH:21]=[CH:20][C:19]([O:22][CH3:23])=[C:18]([O:24][CH3:25])[CH:17]=1)[S:8][C:9]1[CH:14]=[CH:13][C:12]([CH3:15])=[CH:11][CH:10]=1.Cl.[CH3:27][O:28][C:29]1[CH:30]=[C:31]2[C:36](=[CH:37][C:38]=1[O:39][CH3:40])[CH2:35][NH:34][CH2:33][CH2:32]2>>[CH3:25][O:24][C:18]1[CH:17]=[C:16]([CH:7]([S:8][C:9]2[CH:14]=[CH:13][C:12]([CH3:15])=[CH:11][CH:10]=2)[CH2:6][CH2:5][CH2:4][CH2:3][CH2:2][N:34]2[CH2:33][CH2:32][C:31]3[C:36](=[CH:37][C:38]([O:39][CH3:40])=[C:29]([O:28][CH3:27])[CH:30]=3)[CH2:35]2)[CH:21]=[CH:20][C:19]=1[O:22][CH3:23] |f:1.2|. Procedure: The procedure of Example 39 is repeated using 2.12 g of 4-[6-Bromo-1-[(4-methylphenyl)thio]hexyl]-1,2-dimethoxybenzene and 2.3 g of 6,7-dimethoxy-1,2,3,4-tetrahydroisoquinoline hydrochloride. This affords 1.6 g of the desired product as a light yellow oil. The product is C(C)(=O)C(C(=O)OCC)(CCCCCOC(C)=O)C (ethyl 2-acetyl-7-acetyloxy-2-methylheptanoate). Reaction conditions: time 30 minute. Procedure: In a 1 L three necked flask equipped with a mechanical stirrer and reflux condenser was placed dry toluene (300 ml). The system was flushed with argon and sodium hydride (Aldrich, 60% dispersion in mineral oil) (7.2 g, 1.2 eq.) was added. Ethyl-α-methylacetoacetate (Aldrich, 21 g, 0.15 mole) was added with stirring over a 30 minutes. The resulting solution was heated under reflux for 2 hours and cooled slightly. (Note: Reaction mixture becomes a thick paste and a mechanical stirrer is essential)... The reactants are three, BrCCCCCOC(C)=O (5-Bromopentylacetate), [H-].[Na+] (sodium hydride), C(C)OC(C(C(=O)C)C)=O (Ethyl-α-methylacetoacetate). RXN SMILES: [H-].[Na+].[CH2:3]([O:5][C:6](=[O:12])[CH:7]([CH3:11])[C:8]([CH3:10])=[O:9])[CH3:4].Br[CH2:14][CH2:15][CH2:16][CH2:17][CH2:18][O:19][C:20](=[O:22])[CH3:21]>C1(C)C=CC=CC=1>[C:8]([C:7]([CH3:11])([CH2:14][CH2:15][CH2:16][CH2:17][CH2:18][O:19][C:20](=[O:22])[CH3:21])[C:6]([O:5][CH2:3][CH3:4])=[O:12])(=[O:9])[CH3:10] |f:0.1|. Yield: 49.0%. Solvent: C1(=CC=CC=C1)C (toluene). The reactants are O (water), α-pivalyl-α-[4-(p-benzyloxyphenylsulfonyl)-phenoxy]-2-chloro-5-amino acetanilide, N1=CC=CC2=CC=CC=C12 (quinoline), acid chloride. Conditions: time 1 hour. Product: C(C1=CC=CC=C1)OCC1=CC=CC=C1 (dibenzyl ether). As a reaction SMILES: N1[C:10]2[C:5](=[CH:6][CH:7]=[CH:8][CH:9]=2)[CH:4]=CC=1.[OH2:11]>>[CH2:4]([O:11][CH2:4][C:5]1[CH:6]=[CH:7][CH:8]=[CH:9][CH:10]=1)[C:5]1[CH:10]=[CH:9][CH:8]=[CH:7][CH:6]=1. Procedure: To a solution of 57.8 g (0.095 mol) α-pivalyl-α-[4-(p-benzyloxyphenylsulfonyl)-phenoxy]-2-chloro-5-amino acetanilide and 13 g quinoline, cooled to 0° C., was added in one portion 45 g (0.095 mol) of the acid chloride B1Cl prepared in Example 4. After stirring 1 h the reaction mixture was poured into 3 L cold water to produce 98 g (after oven drying) crude product. Recrystallization from toluene yielded 84.5 g (0.018 mol) white crystalline dibenzyl ether of the desired coupler. A suspension of 10...